Dataset: the Open Reaction Database (ORD), a public repository of structured organic reaction records. Task: describe an organic reaction: reactants, conditions, products, and yield The reactants are Cc1ccc(C=Cc2ccc(C(=O)OC(C)(C)C)c(Nc3ccc(F)cc3)c2)cc1C, O=C(O)C(F)(F)F. Product: Cc1ccc(C=Cc2ccc(C(=O)O)c(Nc3ccc(F)cc3)c2)cc1C. Reaction SMILES: [CH3:1][c:2]1[cH:3][c:4]([CH:9]=[CH:10][c:11]2[cH:12][c:13]([NH:24][c:25]3[cH:26][cH:27][c:28]([F:31])[cH:29][cH:30]3)[c:14]([C:15](=[O:16])[O:17][C:18]([CH3:19])([CH3:20])[CH3:21])[cH:22][cH:23]2)[cH:5][cH:6][c:7]1[CH3:8].[OH:32][C:33]([C:34]([F:35])([F:36])[F:37])=[O:38]>>[CH3:1][c:2]1[cH:3][c:4]([CH:9]=[CH:10][c:11]2[cH:12][c:13]([NH:24][c:25]3[cH:26][cH:27][c:28]([F:31])[cH:29][cH:30]3)[c:14]([C:15](=[O:16])[OH:17])[cH:22][cH:23]2)[cH:5][cH:6][c:7]1[CH3:8]. The product is CC(=O)Nc1cc2c(cn1)cc(-c1cc(NC(=O)Nc3cccc(F)c3)c(F)cc1Cl)c(=O)n2C(C)C. The reactants are CC(=O)Cl, CC(C)n1c(=O)c(-c2cc(NC(=O)Nc3cccc(F)c3)c(F)cc2Cl)cc2cnc(N)cc21, c1ccncc1. RXN SMILES: [CH3:35][C:36]([Cl:37])=[O:38].[NH2:1][c:2]1[n:3][cH:4][c:5]2[cH:6][c:7](-[c:16]3[c:17]([Cl:34])[cH:18][c:19]([F:33])[c:20]([NH:22][C:23](=[O:24])[NH:25][c:26]4[cH:27][c:28]([F:32])[cH:29][cH:30][cH:31]4)[cH:21]3)[c:8](=[O:15])[n:9]([CH:12]([CH3:13])[CH3:14])[c:10]2[cH:11]1.[cH:39]1[cH:40][cH:41][n:42][cH:43][cH:44]1>>[NH:1]([c:2]1[n:3][cH:4][c:5]2[cH:6][c:7](-[c:16]3[c:17]([Cl:34])[cH:18][c:19]([F:33])[c:20]([NH:22][C:23](=[O:24])[NH:25][c:26]4[cH:27][c:28]([F:32])[cH:29][cH:30][cH:31]4)[cH:21]3)[c:8](=[O:15])[n:9]([CH:12]([CH3:13])[CH3:14])[c:10]2[cH:11]1)[C:36]([CH3:35])=[O:38]. The reactants are B(Cl)(Cl)Cl (BCl3), C(C(C)C)C1=CC(=C(S1)S(=O)(=O)NC(C)(C)C)C1=CC=C(C=C1)CN1N=NN=C1 (5-iso-Butyl-N-tert-butyl-3-(4-tetrazol-1-ylmethylphenyl)thiophene-2-sulfonamide), O (Water). Run in C(Cl)Cl (CH2Cl2). Conditions: time 0.5 hour. The product is C(C(C)C)C1=CC(=C(S1)S(=O)(=O)N)C1=CC=C(C=C1)CN1N=NN=C1 (5-iso-Butyl-3-(4-tetrazol-1-ylmethylphenyl)thiophene-2-sulfonamide). As a reaction SMILES: B(Cl)(Cl)Cl.[CH2:5]([C:9]1[S:13][C:12]([S:14]([NH:17]C(C)(C)C)(=[O:16])=[O:15])=[C:11]([C:22]2[CH:27]=[CH:26][C:25]([CH2:28][N:29]3[CH:33]=[N:32][N:31]=[N:30]3)=[CH:24][CH:23]=2)[CH:10]=1)[CH:6]([CH3:8])[CH3:7].O>C(Cl)Cl>[CH2:5]([C:9]1[S:13][C:12]([S:14]([NH2:17])(=[O:16])=[O:15])=[C:11]([C:22]2[CH:27]=[CH:26][C:25]([CH2:28][N:29]3[CH:33]=[N:32][N:31]=[N:30]3)=[CH:24][CH:23]=2)[CH:10]=1)[CH:6]([CH3:8])[CH3:7]. Procedure: BCl3 (1.0 mL, 1M, 1.0 mmol) was added to a solution of 5-iso-butyl-N-tert-butyl-3-(4-tetrazol-1-ylmethylphenyl)thiophene-2-sulfonamide (177.0 mg, 0.408 mmol, see step (b) above) in CH2Cl2 (10 mL) under N2 (g), and the reaction mixture was stirred for 0.5 h. Water (50 mL) was added and the mixture was extracted with ethyl acetate (3×50 mL). The combined organic phases were washed with brine, dried over MgSO4 and the solvent was removed in vacuo. The crude product was used directly in the next ste... Starting materials: CCOC(C)=O, CO, O=C(O)CC1CC(c2cccc(Cl)c2)C(c2ccc(Cl)cc2)N(CC2CC2)C1=O, [Na+], O=C([O-])O, O=S(Cl)Cl. The product is COC(=O)CC1CC(c2cccc(Cl)c2)C(c2ccc(Cl)cc2)N(CC2CC2)C1=O. RXN SMILES: [CH3:34][CH2:35][O:36][C:37]([CH3:38])=[O:39].[CH3:45][OH:46].[Cl:1][c:2]1[cH:3][c:4]([CH:8]2[CH2:9][CH:10]([CH2:26][C:27](=[O:28])[OH:29])[C:11](=[O:25])[N:12]([CH2:21][CH:22]3[CH2:23][CH2:24]3)[CH:13]2[c:14]2[cH:15][cH:16][c:17]([Cl:20])[cH:18][cH:19]2)[cH:5][cH:6][cH:7]1.[Na+:44].[O-:40][C:41]([OH:42])=[O:43].[S:30]([Cl:31])([Cl:32])=[O:33]>>[Cl:1][c:2]1[cH:3][c:4]([CH:8]2[CH2:9][CH:10]([CH2:26][C:27](=[O:28])[O:29][CH3:34])[C:11](=[O:25])[N:12]([CH2:21][CH:22]3[CH2:23][CH2:24]3)[CH:13]2[c:14]2[cH:15][cH:16][c:17]([Cl:20])[cH:18][cH:19]2)[cH:5][cH:6][cH:7]1. The reactants are [OH-].[Na+] (NaOH), C1CCOC1 (THF), C(C)(=O)C1=C(C(=C(OCCCSC2=CC=C(C=C2)C(C(CC(=O)O)C)O)C=C1)CCC)O (4-((3-(4-acetyl-3-hydroxy-2-propylphenoxy) propyl)thio)-beta-methyl-gamma-hydroxybenzene butanoic acid). Solvent: CO (MeOH). Conditions: temperature 0 celsius, time 12 hour. Yields the product C(C)(=O)C1=C(C(=C(OCCCSC2=CC=C(C=C2)C(C(CC(=O)OC)C)O)C=C1)CCC)O (Methyl 4-((3-(4-acetyl-3-hydroxy-2-propylphenoxy)propyl)thio)-beta-methyl-gamma-hydroxybenzenebutanoate). As a reaction SMILES: [C:1]([C:4]1[CH:28]=[CH:27][C:7]([O:8][CH2:9][CH2:10][CH2:11][S:12][C:13]2[CH:18]=[CH:17][C:16]([CH:19]([OH:26])[CH:20]([CH3:25])[CH2:21][C:22]([OH:24])=[O:23])=[CH:15][CH:14]=2)=[C:6]([CH2:29][CH2:30][CH3:31])[C:5]=1[OH:32])(=[O:3])[CH3:2].[OH-].[Na+].[CH2:35]1COCC1>CO>[C:1]([C:4]1[CH:28]=[CH:27][C:7]([O:8][CH2:9][CH2:10][CH2:11][S:12][C:13]2[CH:18]=[CH:17][C:16]([CH:19]([OH:26])[CH:20]([CH3:25])[CH2:21][C:22]([O:24][CH3:35])=[O:23])=[CH:15][CH:14]=2)=[C:6]([CH2:29][CH2:30][CH3:31])[C:5]=1[OH:32])(=[O:3])[CH3:2] |f:1.2|. Procedure details: To the 4-((3-(4-acetyl-3-hydroxy-2-propylphenoxy) propyl)thio)-beta-methyl-gamma-hydroxybenzene butanoic acid γlactone (8.84 g, 20 mM) described in EP 104,885 (Apr. 4, 1984) was added a mixture of 2N NaOH (12 ml, 24 mM), THF (50 ml) and MeOH (20 ml) and the mixture was stirred 12 hours under N2. The reaction mixture was evaporated to dryness and dissolved in water (75 ml) and cooled to 0° C.; 1N HCl was added drop wise until the PH was lower than 6 and the organic compound was extracted into EtO... Reagents/catalysts: CC(=O)[O-].CC(=O)[O-].[Cu+2] (Cu(OAc)2). The reactants are CC(C)(C)[O-].[K+] (t-BuOK), O1CCN(CC1)C=1C=C(C(=O)O)C(=CN1)[N+](=O)[O-] (2-morpholino-5-nitroisonicotinic acid), NC.Cl (NH2CH3.HCl). The solvent is CN(C)C=O (DMF), CN(C)C=O (DMF). Reported procedure: To a solution of Cu(OAc)2 (1.01 g, 5.6 mmol) and t-BuOK (21.95 g, 196 mmol) in DMF (200 mL) was added a solution of 2-morpholino-5-nitroisonicotinic acid (5.66 g, 28 mmol) and NH2CH3.HCl (4.65 g, 56 mmol) in DMF (100 mL) at 60° C. dropwise. The mixture was then stirred at 60° C. for 16 h. LCMS showed the desired product. It was cooled to room temperature and filtered. The filter cake was dissolved with water (250 mL) and acidified with aq. HCl solution to pH=1. It was then extracted with DCM/MeO... Reaction conditions: temperature 60 celsius, time 16 hour. Product: NC=1C(=C(C(=O)O)C=C(N1)N1CCOCC1)[N+](=O)[O-] (2-amino-6-morpholino-3-nitroisonicotinic acid). RXN SMILES: CC([O-])(C)C.[K+].[O:7]1[CH2:12][CH2:11][N:10]([C:13]2[CH:14]=[C:15]([C:19]([N+:22]([O-:24])=[O:23])=[CH:20][N:21]=2)[C:16]([OH:18])=[O:17])[CH2:9][CH2:8]1.[NH2:25]C.Cl>CN(C=O)C.CC([O-])=O.CC([O-])=O.[Cu+2]>[NH2:25][C:20]1[C:19]([N+:22]([O-:24])=[O:23])=[C:15]([CH:14]=[C:13]([N:10]2[CH2:11][CH2:12][O:7][CH2:8][CH2:9]2)[N:21]=1)[C:16]([OH:18])=[O:17] |f:0.1,3.4,6.7.8|. The reactants are CC(=O)Nc1ncc(NC(=O)OCC(Cl)(Cl)Cl)cn1, CS(C)=O, CCN(C(C)C)C(C)C, O, c1ccc(-c2csc(N3CCNCC3)n2)cc1. The product is CC(=O)Nc1ncc(NC(=O)N2CCN(c3nc(-c4ccccc4)cs3)CC2)cn1. As a reaction SMILES: [C:1]([CH3:2])(=[O:3])[NH:4][c:5]1[n:6][cH:7][c:8]([NH:11][C:12]([O:13][CH2:14][C:15]([Cl:16])([Cl:17])[Cl:18])=[O:19])[cH:9][n:10]1.[CH3:46][S:47]([CH3:48])=[O:49].[CH:37]([N:38]([CH:39]([CH3:40])[CH3:41])[CH2:42][CH3:43])([CH3:44])[CH3:45].[OH2:50].[c:20]1(-[c:26]2[n:27][c:28]([N:31]3[CH2:32][CH2:33][NH:34][CH2:35][CH2:36]3)[s:29][cH:30]2)[cH:21][cH:22][cH:23][cH:24][cH:25]1>>[C:1]([CH3:2])(=[O:3])[NH:4][c:5]1[n:6][cH:7][c:8]([NH:11][C:12](=[O:19])[N:34]2[CH2:33][CH2:32][N:31]([c:28]3[n:27][c:26](-[c:20]4[cH:21][cH:22][cH:23][cH:24][cH:25]4)[cH:30][s:29]3)[CH2:36][CH2:35]2)[cH:9][n:10]1. The reactants are NC=1C(=NC(=C(C1NCCCCNC(OC(C)(C)C)=O)C)C)OC1=CC=CC=C1 (tert-butyl 4-[(3-amino-5,6-dimethyl-2-phenoxypyridin-4-yl)amino]butylcarbamate), C(C)OCC(=O)Cl (Ethoxyacetyl chloride). Run in ClCCl (dichloromethane). Conditions: time 1 hour. Yields the product C(C)OCC(=O)NC=1C(=NC(=C(C1NCCCCNC(OC(C)(C)C)=O)C)C)OC1=CC=CC=C1 (tert-butyl 4-({3-[(ethoxyacetyl)amino]-5,6-dimethyl-2-phenoxypyridin-4-yl}amino)butylcarbamate). RXN SMILES: [NH2:1][C:2]1[C:3]([O:23][C:24]2[CH:29]=[CH:28][CH:27]=[CH:26][CH:25]=2)=[N:4][C:5]([CH3:22])=[C:6]([CH3:21])[C:7]=1[NH:8][CH2:9][CH2:10][CH2:11][CH2:12][NH:13][C:14](=[O:20])[O:15][C:16]([CH3:19])([CH3:18])[CH3:17].[CH2:30]([O:32][CH2:33][C:34](Cl)=[O:35])[CH3:31]>ClCCl>[CH2:30]([O:32][CH2:33][C:34]([NH:1][C:2]1[C:3]([O:23][C:24]2[CH:25]=[CH:26][CH:27]=[CH:28][CH:29]=2)=[N:4][C:5]([CH3:22])=[C:6]([CH3:21])[C:7]=1[NH:8][CH2:9][CH2:10][CH2:11][CH2:12][NH:13][C:14](=[O:20])[O:15][C:16]([CH3:19])([CH3:18])[CH3:17])=[O:35])[CH3:31]. Procedure: Triethylaminie (3.3 mL, 23.7 mmol) was added to a chilled (0° C.) mixture of tert-butyl 4-[(3-amino-5,6-dimethyl-2-phenoxypyridin-4-yl)amino]butylcarbamate (8.60 g, 21.5 mmol) and anhydrous dichloromethane (200 mL). Ethoxyacetyl chloride (2.76 g, 22.5 mmol) was added. After one hour the reaction mixture was allowed to warm to ambient temperature and stirred for 2 hours. The reaction mixture was concentrated under reduced pressure to provide tert-butyl 4-({3-[(ethoxyacetyl)amino]-5,6-dimethyl-2-p...